This data is from the Open Reaction Database (ORD), a public repository of structured organic reaction records. The task is: describe an organic reaction: reactants, conditions, products, and yield Reactants: ClC1=C(C=C(C(=O)OCC)C=C1)[N+](=O)[O-] (ethyl 4-chloro-3-nitrobenzoate), C(C)(C)(C)C1=CC(=NO1)O (5-t-butyl-3-hydroxyisooxazole), CS(=O)C (dimethyl sulfoxide), C([O-])(O)=O.[Na+] (sodium bicarbonate). The solvent is O (water), CO (methanol). Conditions: time 8 hour. The product is C(C)(C)(C)C1=CC(N(O1)C1=C(C=C(C=C1)C(=O)OCC)[N+](=O)[O-])=O (5-t-Butyl-2-(4-ethoxycarbonyl-2-nitrophenyl)-4-isooxazolin-3-one). Yield: 93.2%. Reaction SMILES: Cl[C:2]1[CH:12]=[CH:11][C:5]([C:6]([O:8][CH2:9][CH3:10])=[O:7])=[CH:4][C:3]=1[N+:13]([O-:15])=[O:14].[C:16]([C:20]1[O:24][N:23]=[C:22]([OH:25])[CH:21]=1)([CH3:19])([CH3:18])[CH3:17].CS(C)=O.C(=O)(O)[O-].[Na+]>O.CO>[C:16]([C:20]1[O:24][N:23]([C:2]2[CH:12]=[CH:11][C:5]([C:6]([O:8][CH2:9][CH3:10])=[O:7])=[CH:4][C:3]=2[N+:13]([O-:15])=[O:14])[C:22](=[O:25])[CH:21]=1)([CH3:19])([CH3:18])[CH3:17] |f:3.4|. Procedure: 413.3 g of ethyl 4-chloro-3-nitrobenzoate, 305 g of 5-t-butyl-3-hydroxyisooxazole and 1 liter of dimethyl sulfoxide were mixed, and stirred. Thereto was added 300 g of sodium bicarbonate, and the reaction was run at 90° C. for 8 hours. Thereafter, the reaction mixture was cooled, and thereto were added 1.5 liters of methanol, and further 3 liters of water to precipitate crystals. These crystals were filtered off. Yield: 560.7 g, Percent yield: 93.2%. Starting materials: C(C1=CC=CC=C1)OC(=O)N1CCN(CC1)C1=NC2=CC=CC=C2C(=N1)O[C@@H]1[C@H]([C@H]([C@@H](C1)O)O)O (2-[4-(benzyloxycarbonyl)piperazin-1-yl]-4-[(1S,2S,3S,4R)-(2,3,4-trihydroxycyclopentan-1-yl)oxy]quinazoline), CO (methanol). The reagents and catalysts are [Pd] (palladium/carbon). Run at time 3 hour. The product is O[C@@H]1[C@H](C[C@H]([C@@H]1O)OC)OC1=NC(=NC2=CC=CC=C12)N1CCNCC1 (4-[(1S,2S,3R,4R)-(2,3-Dihydroxy-4-methoxy-cyclopentan-1-yl)oxy]-2-(1-piperazinyl)quinazoline). As a reaction SMILES: C(OC([N:11]1[CH2:16][CH2:15][N:14]([C:17]2[N:26]=[C:25]([O:27][C@H:28]3[CH2:32][C@@H:31](O)[C@H:30]([OH:34])[C@@H:29]3[OH:35])[C:24]3[C:19](=[CH:20][CH:21]=[CH:22][CH:23]=3)[N:18]=2)[CH2:13][CH2:12]1)=O)C1C=CC=CC=1.[CH3:36][OH:37]>[Pd]>[OH:35][C@H:29]1[C@@H:30]([OH:34])[C@H:31]([O:37][CH3:36])[CH2:32][C@@H:28]1[O:27][C:25]1[C:24]2[C:19](=[CH:20][CH:21]=[CH:22][CH:23]=2)[N:18]=[C:17]([N:14]2[CH2:15][CH2:16][NH:11][CH2:12][CH2:13]2)[N:26]=1. Procedure details: To a solution of 2-[4-(benzyloxycarbonyl)piperazin-1-yl]-4-[(1S,2S,3S,4R)-(2,3,4-trihydroxycyclopentan-1-yl)oxy]quinazoline [cf. Example 33(4)] (1.00 g) in methanol (15 ml) is added 10% palladium/carbon (200 mg), and the mixture is stirred under hydrogen atmosphere and under atmospheric pressure at room temperature for 3 hours. The reaction mixture is filtered, and the filtrate is evaporated to dryness under reduced pressure, and the residue is dissolved in ethanol (35 ml) and thereto is added f... Reactants: O (water), Cl (HCl), C(C)(=O)OCC (ethyl acetate), C(C=C)OC1=C(C=C2CC[C@H](C2=C1)CCNC(CC)=O)Br ((S)-N-[2-(6-allyloxy-5-bromoindan-1-yl)ethyl]propionamide), C(C)N(C1=CC=CC=C1)CC (N,N-diethylaniline). Run at temperature 202.5 celsius, time 2.5 hour. The product is C(C=C)C=1C(=C(C=C2CC[C@H](C12)CCNC(CC)=O)Br)O ((S)-N-[2-(7-allyl-5-bromo-6-hydroxyindan-1-yl)ethyl] propionamide). Yield: 80.0%. As a reaction SMILES: C([O:4][C:5]1[CH:13]=[C:12]2[C:8]([CH2:9][CH2:10][C@H:11]2[CH2:14][CH2:15][NH:16][C:17](=[O:20])[CH2:18][CH3:19])=[CH:7][C:6]=1[Br:21])C=C.O.Cl.C(OCC)(=O)C.C(N(CC)[C:33]1[CH:38]=CC=C[CH:34]=1)C>>[CH2:38]([C:13]1[C:5]([OH:4])=[C:6]([Br:21])[CH:7]=[C:8]2[C:12]=1[C@H:11]([CH2:14][CH2:15][NH:16][C:17](=[O:20])[CH2:18][CH3:19])[CH2:10][CH2:9]2)[CH:33]=[CH2:34]. Procedure details: A suspension of (S)-N-[2-(6-allyloxy-5-bromoindan-1-yl)ethyl]propionamide (50.75 g, 144 mmol.) in N,N-diethylaniline (150 mL) was stirred for 2.5 hours at 200-205° C. under argon atmosphere. The reaction mixture was cooled, followed by distilling off N,N-diethylaniline under reduced pressure to leave an oily residue. To the residue were added water (50 mL), 2N HCl (50 mL) and ethyl acetate (100 mL). The mixture was subjected to extraction twice to extract the organic matter. The extract solution...